This data is from the Open Reaction Database (ORD), a public repository of structured organic reaction records. The task is: describe an organic reaction: reactants, conditions, products, and yield The reactants are BrCC1=CC(=NC=C1CBr)C#N (4,5-Bis(bromomethyl)pyridine-2-carbonitrile), N1C(CC=2C1=NC=CC2)=O (1,3-dihydro-2H-pyrrolo[2,3-b]pyridin-2-one), O.[OH-].[Li+] (lithium hydroxide monohydrate). The solvent is C1CCOC1 (THF), O (H2O). Conditions: time 20 minute. The product is [NH4+].[OH-] (NH4OH), O=C1C2(C=3C(=NC=CC3)N1)CC1=C(C=NC(=C1)C#N)C2 ((±)-2′-Oxo-1′,2′,5,7-tetrahydrospiro[cyclopenta[c]pyridine-6,3′-pyrrolo[2,3-b]pyridine]-3-carbonitrile). RXN SMILES: Br[CH2:2][C:3]1[C:8]([CH2:9]Br)=[CH:7][N:6]=[C:5]([C:11]#[N:12])[CH:4]=1.[NH:13]1[C:17]2=[N:18][CH:19]=[CH:20][CH:21]=[C:16]2[CH2:15][C:14]1=[O:22].O.[OH-].[Li+]>C1COCC1.O>[NH4+:6].[OH-:22].[O:22]=[C:14]1[NH:13][C:17]2=[N:18][CH:19]=[CH:20][CH:21]=[C:16]2[C:15]21[CH2:9][C:8]1[CH:7]=[N:6][C:5]([C:11]#[N:12])=[CH:4][C:3]=1[CH2:2]2 |f:2.3.4,7.8|. Procedure: To a solution of 4,5-bis(bromomethyl)pyridine-2-carbonitrile from Step B (2.56 g, 8.83 mmol) and 1,3-dihydro-2H-pyrrolo[2,3-b]pyridin-2-one [Marfat & Carta (1987) Tetrahedron Lett. 28, 4027] (1.18 g, 8.83 mmol) in THF (120 mL) and H2O (60 mL) was added lithium hydroxide monohydrate (1.11 g, 26.5 mmol). After 20 min, the reaction mixture was poured onto water (100 mL) and extracted with EtOAc (3×100 mL). The combined organic extracts were dried over Na2SO4, filtered, and concentrated in vacuo. Th... The reactants are OC1=CC=C2C=C(CCC2=C1)C(=O)N1CCN(CC1)CC1=CC(=C(C(=C1)OC)OC)OC (1-(7-hydroxy-1,2-dihydro-3-naphthoyl)-4-(3,4,5-trimethoxybenzyl)piperazine), C(C)(=O)OCC (ethyl acetate), CN(C)C (trimethylamine), C(C1=CC=CC=C1)(=O)Cl (benzoyl chloride). The solvent is C(C)O (ethanol). Conditions: time 7 hour. Product: C(C1=CC=CC=C1)(=O)OC1=CC=C2C=C(CCC2=C1)C(=O)N1CCN(CC1)CC1=CC(=C(C(=C1)OC)OC)OC (1-(7-benzoyloxy-1,2-dihydro-3-naphthoyl)-4-(3,4,5-trimethoxybenzyl)piperazine). Yield: 60.6%. As a reaction SMILES: [OH:1][C:2]1[CH:11]=[C:10]2[C:5]([CH:6]=[C:7]([C:12]([N:14]3[CH2:19][CH2:18][N:17]([CH2:20][C:21]4[CH:26]=[C:25]([O:27][CH3:28])[C:24]([O:29][CH3:30])=[C:23]([O:31][CH3:32])[CH:22]=4)[CH2:16][CH2:15]3)=[O:13])[CH2:8][CH2:9]2)=[CH:4][CH:3]=1.C(OCC)(=O)C.CN(C)C.[C:43](Cl)(=[O:50])[C:44]1[CH:49]=[CH:48][CH:47]=[CH:46][CH:45]=1>C(O)C>[C:43]([O:1][C:2]1[CH:11]=[C:10]2[C:5]([CH:6]=[C:7]([C:12]([N:14]3[CH2:19][CH2:18][N:17]([CH2:20][C:21]4[CH:26]=[C:25]([O:27][CH3:28])[C:24]([O:29][CH3:30])=[C:23]([O:31][CH3:32])[CH:22]=4)[CH2:16][CH2:15]3)=[O:13])[CH2:8][CH2:9]2)=[CH:4][CH:3]=1)(=[O:50])[C:44]1[CH:49]=[CH:48][CH:47]=[CH:46][CH:45]=1. Procedure: A mixture of 1-(7-hydroxy-1,2-dihydro-3-naphthoyl)-4-(3,4,5-trimethoxybenzyl)piperazine (0.2 g), ethyl acetate (20 ml), trimethylamine (0.5 g) and benzoyl chloride (0.5 g) is left standing for 7 hours at room temperature. To the mixture is added ethanol (2 ml), and the mixture is left standing overnight. The solvent is distilled off under reduced pressure. To the residue is added ethyl acetate (50 ml), and insolubles are filtered off. The filtrate is concentrated under reduced pressure. The resi... Starting materials: CC(C)(C)c1ccc(C(N)=O)cc1[N+](=O)[O-], CC(=O)O, CO, CCOC(C)=O, [Zn]. Product: CC(C)(C)c1ccc(C(N)=O)cc1N. As a reaction SMILES: [C:1]([CH3:2])([CH3:3])([CH3:4])[c:5]1[c:6]([N+:14]([O-:15])=[O:16])[cH:7][c:8]([C:11]([NH2:12])=[O:13])[cH:9][cH:10]1.[CH3:17][C:18](=[O:19])[OH:20].[CH3:21][OH:22].[CH3:23][CH2:24][O:25][C:26](=[O:27])[CH3:28].[Zn:29]>>[C:1]([CH3:2])([CH3:3])([CH3:4])[c:5]1[c:6]([NH2:14])[cH:7][c:8]([C:11]([NH2:12])=[O:13])[cH:9][cH:10]1.